From a dataset of the Open Reaction Database (ORD), a public repository of structured organic reaction records. describe an organic reaction: reactants, conditions, products, and yield Starting materials: NCC1=NC(=CC=C1)C (2-aminomethyl-6-methylpyridine), NCCC1=NC=C(C=C1)CC (2-(2-aminoethyl)-5-ethylpyridine), NC=1C(=NC=C(C1)CN)C (3-amino-5-(aminomethyl)-2-methylpyridine), NCC1=NC=CC=C1Cl (2-(aminomethyl)-3-chloropyridine), NCC1=NC=CC(=C1)C1=CC=CC=C1 (2-(aminomethyl)-4-phenylpyridine), NCC1=NC=CC(=C1)CC1=CC=CC=C1 (2-(aminomethyl)-4-benzylpyridine), NCC1=NC=CC(=C1)OC (2-(aminomethyl)-4-methoxypyridine), NCC1=NC=CC(=C1)SC (2-(aminomethyl)-4-methylthiopyridine), [N+](=O)([O-])C=1C=NC=CC1 (3-nitropyridine), NCC1=NC=CC=C1NCC (2-(aminomethyl)-3-ethylaminopyridine), NCC1=NC=CC=C1N(CC)CC (2-(aminomethyl)-3-diethylaminopyridine), NCC1=NC=CC(=C1)NC(C)=O (2-(aminomethyl)-4-acetylaminopyridine), NCC1=NC=CC(=C1)C(F)(F)F (2-(aminomethyl)-4-trifluoromethylpyridine), nitrile, NCC1=CC=NC=C1 (4-aminomethylpyridine). The product is FC=1C=C(C=CC1)NC(=S)NCC1=CC=NC=C1 (1-(m-fluorophenyl)-3-(4-pyridylmethyl)-2-thiourea). As a reaction SMILES: [NH2:1][CH2:2][C:3]1[CH:8]=[CH:7][N:6]=[CH:5][CH:4]=1.NC[C:11]1[CH:16]=[CH:15][CH:14]=[C:13]([CH3:17])[N:12]=1.NCCC1C=CC(CC)=CN=1.NC1C(C)=NC=C(CN)C=1.NCC1C(Cl)=CC=CN=1.NCC1C=C(C2C=CC=CC=2)C=CN=1.NCC1C=C(CC2C=CC=CC=2)C=CN=1.NCC1C=C(OC)C=CN=1.NCC1C=C([S:95][CH3:96])C=CN=1.[N+](C1C=NC=CC=1)([O-])=O.NCC1C(NCC)=CC=CN=1.NCC1C(N(CC)CC)=CC=CN=1.NCC1C=C(NC(=O)C)C=CN=1.NCC1C=C(C(F)(F)[F:151])C=CN=1>>[F:151][C:11]1[CH:17]=[C:13]([NH:12][C:96]([NH:1][CH2:2][C:3]2[CH:8]=[CH:7][N:6]=[CH:5][CH:4]=2)=[S:95])[CH:14]=[CH:15][CH:16]=1. Procedure: Similarly, following the above procedure but replacing the 4-aminomethylpyridine as used therein with an equal molar proportion of 2-aminomethyl-6-methylpyridine, 2-(2-aminoethyl)-5-ethylpyridine, 3-amino-5-(aminomethyl)-2-methylpyridine, 2-(aminomethyl)-3-chloropyridine, 2-(aminomethyl)-4-phenylpyridine, 2-(aminomethyl)-4-benzylpyridine, 2-(aminomethyl)-4-methoxypyridine, 2-(aminomethyl)-4-methylthiopyridine, 2-aminomethyl)-3-nitropyridine, 2-(aminomethyl)-3-ethylaminopyridine, 2-(aminomethyl)-... Starting materials: Cl.OC1=C(C=C(CN)C=C1)OC (4-hydroxy-3-methoxybenzylamine-HCl), [OH-].[Na+] (NaOH), C(CCCCCCC\C=C\C\C=C\CCCCC)(=O)Cl ((E,E)-9,12 octadecadienoyl chloride), solution. The solvent is O1CCCC1 (tetrahydrofuran), O1CCCC1 (THF). Product: C(C1=CC(OC)=C(O)C=C1)NC(CCCCCCC\C=C\C\C=C\CCCCC)=O (N-vanillyl-(E,E)-9,12-octadecadienamide), C(C=CC=CCCCCCCCCCCCCC)(=O)N (octadecadienamide). As a reaction SMILES: Cl.[OH:2][C:3]1[CH:10]=[CH:9][C:6]([CH2:7][NH2:8])=[CH:5][C:4]=1[O:11][CH3:12].[OH-].[Na+].[C:15](Cl)(=[O:33])[CH2:16][CH2:17][CH2:18][CH2:19][CH2:20][CH2:21][CH2:22]/[CH:23]=[CH:24]/[CH2:25]/[CH:26]=[CH:27]/[CH2:28][CH2:29][CH2:30][CH2:31][CH3:32]>O1CCCC1>[CH2:7]([NH:8][C:15](=[O:33])[CH2:16][CH2:17][CH2:18][CH2:19][CH2:20][CH2:21][CH2:22]/[CH:23]=[CH:24]/[CH2:25]/[CH:26]=[CH:27]/[CH2:28][CH2:29][CH2:30][CH2:31][CH3:32])[C:6]1[CH:9]=[CH:10][C:3]([OH:2])=[C:4]([O:11][CH3:12])[CH:5]=1.[C:15]([NH2:8])(=[O:33])[CH:16]=[CH:17][CH:18]=[CH:19][CH2:20][CH2:21][CH2:22][CH2:23][CH2:24][CH2:25][CH2:26][CH2:27][CH2:28][CH2:29][CH2:30][CH2:31][CH3:32] |f:0.1,2.3|. Reported procedure: N-vanillyl-(E,E)-9,12-octadecadienamide was synthesized by the following method: ##STR5## Specifically 6.88 g of 4-hydroxy-3-methoxybenzylamine-HCl was dissolved in 50 ml of tetrahydrofuran (THF), and stirred. Added were 14 ml of a 5N solution of NaOH, and the mixture was stirred for 10 to 15 minutes. Then 10.6 g of (E,E)-9,12 octadecadienoyl chloride (linoelaidoyl chloride), dissolved in THF, was added dropwise. The mixture was then stirred overnight, allowing it to come to room temperature. Th... Starting materials: CC(=O)OC(C)=O, Cc1nccn1C, Cc1ccsc1C=O, CC(C)O. Yields the product Cc1ccsc1C=Cc1nccn1C. As a reaction SMILES: [CH3:16][C:17]([O:18][C:19](=[O:20])[CH3:21])=[O:22].[CH3:1][n:2]1[c:3]([CH3:7])[n:4][cH:5][cH:6]1.[CH3:8][c:9]1[c:10]([CH:14]=[O:15])[s:11][cH:12][cH:13]1.[CH:23]([OH:24])([CH3:25])[CH3:26]>>[CH3:1][n:2]1[c:3]([CH:7]=[CH:14][c:10]2[c:9]([CH3:8])[cH:13][cH:12][s:11]2)[n:4][cH:5][cH:6]1.